From a dataset of the Open Reaction Database (ORD), a public repository of structured organic reaction records. describe an organic reaction: reactants, conditions, products, and yield The reactants are COc1nc2cc(Cl)cc(C#CCO)c2nc1OC, [H][H], C1CCOC1. The product is COc1nc2cc(Cl)cc(CCCO)c2nc1OC. Reaction SMILES: [Cl:1][c:2]1[cH:3][c:4]([C:16]#[C:17][CH2:18][OH:19])[c:5]2[n:6][c:7]([O:14][CH3:15])[c:8]([O:12][CH3:13])[n:9][c:10]2[cH:11]1.[H:20][H:21].[O:22]1[CH2:23][CH2:24][CH2:25][CH2:26]1>>[Cl:1][c:2]1[cH:3][c:4]([CH2:16][CH2:17][CH2:18][OH:19])[c:5]2[n:6][c:7]([O:14][CH3:15])[c:8]([O:12][CH3:13])[n:9][c:10]2[cH:11]1. Starting materials: BrCCBr (1,2-Dibromoethane), OC(CS(=O)(=O)C=1C=C(C=C(C1OCCC)O)[C@@H]1O[C@H](CC1)C1=CC(=C(C(=C1)OC)OC)OC)C (trans-2-[3-(2-hydroxy-n-propylsulfonyl)-4-n-propoxy-5-hydroxyphenyl]-5-(3,4,5-trimethoxyphenyl)tetrahydrofuran), C([O-])([O-])=O.[K+].[K+] (potassium carbonate). Run in CN(C)C=O (DMF). Conditions: temperature 70 celsius, time 7 hour. Product: OC(CS(=O)(=O)C=1C=C(C=C(C1OCCC)OCCBr)[C@@H]1O[C@H](CC1)C1=CC(=C(C(=C1)OC)OC)OC)C (trans-2-[3-(2-Hydroxy-n-propylsulfonyl)-4-n-propoxy-5-(2-bromoethoxy)phenyl]-5-(3,4,5-trimethoxyphenyl)tetrahydrofuran). As a reaction SMILES: [Br:1][CH2:2][CH2:3]Br.[OH:5][CH:6]([CH3:39])[CH2:7][S:8]([C:11]1[CH:12]=[C:13]([C@H:22]2[CH2:26][CH2:25][C@H:24]([C:27]3[CH:32]=[C:31]([O:33][CH3:34])[C:30]([O:35][CH3:36])=[C:29]([O:37][CH3:38])[CH:28]=3)[O:23]2)[CH:14]=[C:15]([OH:21])[C:16]=1[O:17][CH2:18][CH2:19][CH3:20])(=[O:10])=[O:9].C(=O)([O-])[O-].[K+].[K+]>CN(C=O)C>[OH:5][CH:6]([CH3:39])[CH2:7][S:8]([C:11]1[CH:12]=[C:13]([C@H:22]2[CH2:26][CH2:25][C@H:24]([C:27]3[CH:28]=[C:29]([O:37][CH3:38])[C:30]([O:35][CH3:36])=[C:31]([O:33][CH3:34])[CH:32]=3)[O:23]2)[CH:14]=[C:15]([O:21][CH2:3][CH2:2][Br:1])[C:16]=1[O:17][CH2:18][CH2:19][CH3:20])(=[O:9])=[O:10] |f:2.3.4|. Procedure details: 1,2-Dibromoethane (1.12 mL, 13 mmol) was added to a solution of trans-2-[3-(2-hydroxy-n-propylsulfonyl)-4-n-propoxy-5-hydroxyphenyl]-5-(3,4,5-trimethoxyphenyl)tetrahydrofuran (331 mg, 0.65 mmol) (Example 18) in DMF (5 mL) containing potassium carbonate (550 mg, 3.9 mmol). The reaction mixture was heated with stirring at 70° C. for 7 h and, cooled, and partitioned between ethyl ether and water. The ethereal layer was separated and the aqueous layer was re-extracted twice with ether. The organic e...